Dataset: the Open Reaction Database (ORD), a public repository of structured organic reaction records. Task: describe an organic reaction: reactants, conditions, products, and yield The reactants are NC=1N=CN(C1C(=O)N)CC1=CC=CC=C1 (4-amino-1-benzyl-5-imidazolecarboxamide), COC=1C=C(C(=O)Cl)C=CC1 (3-methoxybenzoyl chloride), C(C1=CC=CC=C1)(=O)C1=C(C(=O)Cl)C=CC=C1 (benzoyl benzoyl chloride). Product: COC=1C=C(C(=O)NC=2N=CN(C2C(=O)N)CC2=CC=CC=C2)C=CC1 (4-(3-methoxybenzoylamino)-1-benzyl-5-imidazolecarboxamide). Yield: 26.0%. RXN SMILES: [NH2:1][C:2]1[N:3]=[CH:4][N:5]([CH2:10][C:11]2[CH:16]=[CH:15][CH:14]=[CH:13][CH:12]=2)[C:6]=1[C:7]([NH2:9])=[O:8].[CH3:17][O:18][C:19]1[CH:20]=[C:21]([CH:25]=[CH:26][CH:27]=1)[C:22](Cl)=[O:23].C(C1C=CC=CC=1C(Cl)=O)(=O)C1C=CC=CC=1>>[CH3:17][O:18][C:19]1[CH:20]=[C:21]([CH:25]=[CH:26][CH:27]=1)[C:22]([NH:1][C:2]1[N:3]=[CH:4][N:5]([CH2:10][C:11]2[CH:16]=[CH:15][CH:14]=[CH:13][CH:12]=2)[C:6]=1[C:7]([NH2:9])=[O:8])=[O:23]. Reported procedure: An amidation reaction and post-treatment were carried out according to the conditions of Example 1, using 2.2 g (10 mmol) of 4-amino-1-benzyl-5-imidazolecarboxamide prepared in Reference Example 2 and 3-methoxybenzoyl chloride separately prepared according to a conventional method, instead of benzoyl benzoyl chloride, to obtain a crude amide product. The crude amide product was purified by suspension in hot methanol to obtain 0.91 g of 4-(3-methoxybenzoylamino)-1-benzyl-5-imidazolecarboxamide (y... The reactants are 51, olefin, C1=CC(=CC(=C1)Cl)C(=O)OO (mCPBA), 57, CC1=NC(=CS1)/C=C(\C)/[C@@H]2C[C@H]3[C@H](O3)CCC[C@@H]([C@@H]([C@H](C(=O)C([C@H](CC(=O)O2)O)(C)C)C)O)C (epothilone A), bis(epoxides), epoxides, 56. The product is CC1(OO1)C (dimethyldioxirane), CC1=NC(=CS1)/C=C(\C)/[C@@H]2C[C@H]3[C@H](O3)CCC[C@@H]([C@@H]([C@H](C(=O)C([C@H](CC(=O)O2)O)(C)C)C)O)C (epothilone A), 51. The yield is 15.0%. Reaction SMILES: C1C=C(Cl)C=[C:3]([C:8]([O:10][OH:11])=O)C=1.[CH3:12][C:13]1[S:17][CH:16]=[C:15](/[CH:18]=[C:19](/[C@H:21]2[O:39][C:37](=[O:38])[CH2:36][C@H:35]([OH:40])[C:34]([CH3:42])([CH3:41])[C:32](=[O:33])[C@H:31]([CH3:43])[C@@H:30]([OH:44])[C@@H:29]([CH3:45])[CH2:28][CH2:27][CH2:26][C@H:24]3[O:25][C@H:23]3[CH2:22]2)\[CH3:20])[N:14]=1>>[CH3:12][C:8]1([CH3:3])[O:10][O:11]1.[CH3:12][C:13]1[S:17][CH:16]=[C:15](/[CH:18]=[C:19](/[C@H:21]2[O:39][C:37](=[O:38])[CH2:36][C@H:35]([OH:40])[C:34]([CH3:42])([CH3:41])[C:32](=[O:33])[C@H:31]([CH3:43])[C@@H:30]([OH:44])[C@@H:29]([CH3:45])[CH2:28][CH2:27][CH2:26][C@H:24]3[O:25][C@H:23]3[CH2:22]2)\[CH3:20])[N:14]=1. Reported procedure: The cis-olefin 49 was converted to epothilone A (1) by the action of mCPBA (0.8-1.2 equivalents) in a reaction that, in addition to 1 (35% yield), produced the isomeric epoxides 51 (13% yield), 52 (or 53) (9% yield, stereochemistry unassigned) and 53 (or 52) (7% yield, stereochemistry unassigned), as well as bis(epoxides) 54 (or 55) and 55 (or 54) (10% total yield, stereochemistry unassigned). Reaction of olefin 49 with excess mCPBA (1.3-2.0 equivalents) gave a different product distribution: 1 ... Reactants: Cc1ccccc1, CC1(C)Cc2nc(C3CCCC3)c(C(=O)c3ccc(C(F)(F)F)cc3)c(C3CCCCC3)c2C(O)C1, Cl, CC(C)(C)[Si](C)(C)OS(=O)(=O)C(F)(F)F, Cc1cccc(C)n1. The product is CC1(C)Cc2nc(C3CCCC3)c(C(=O)c3ccc(C(F)(F)F)cc3)c(C3CCCCC3)c2C(O[Si](C)(C)C(C)(C)C)C1. RXN SMILES: [CH3:61][c:62]1[cH:63][cH:64][cH:65][cH:66][cH:67]1.[CH:1]1([c:6]2[n:7][c:8]3[c:13]([c:14]([CH:28]4[CH2:29][CH2:30][CH2:31][CH2:32][CH2:33]4)[c:15]2[C:16](=[O:17])[c:18]2[cH:19][cH:20][c:21]([C:24]([F:25])([F:26])[F:27])[cH:22][cH:23]2)[CH:12]([OH:34])[CH2:11][C:10]([CH3:35])([CH3:36])[CH2:9]3)[CH2:2][CH2:3][CH2:4][CH2:5]1.[ClH:60].[F:45][C:46]([F:47])([F:48])[S:49]([O:50][Si:51]([CH3:52])([CH3:53])[C:54]([CH3:55])([CH3:56])[CH3:57])(=[O:58])=[O:59].[n:37]1[c:38]([CH3:39])[cH:40][cH:41][cH:42][c:43]1[CH3:44]>>[CH:1]1([c:6]2[n:7][c:8]3[c:13]([c:14]([CH:28]4[CH2:29][CH2:30][CH2:31][CH2:32][CH2:33]4)[c:15]2[C:16](=[O:17])[c:18]2[cH:19][cH:20][c:21]([C:24]([F:25])([F:26])[F:27])[cH:22][cH:23]2)[CH:12]([O:34][Si:51]([CH3:52])([CH3:53])[C:54]([CH3:55])([CH3:56])[CH3:57])[CH2:11][C:10]([CH3:35])([CH3:36])[CH2:9]3)[CH2:2][CH2:3][CH2:4][CH2:5]1. Reactants: CCOC(=O)N=NC(=O)OCC, O=C1NC(=O)c2ccccc21, C1CCOC1, Cc1c(CO)sc2cncn12, c1ccc(P(c2ccccc2)c2ccccc2)cc1. The product is Cc1c(CN2C(=O)c3ccccc3C2=O)sc2cncn12. RXN SMILES: [O:1]=[C:2]([O:3][CH2:4][CH3:5])[N:6]=[N:7][C:8]([O:9][CH2:10][CH3:11])=[O:12].[O:24]=[C:25]1[NH:26][C:27](=[O:28])[c:29]2[cH:30][cH:31][cH:32][cH:33][c:34]21.[O:54]1[CH2:55][CH2:56][CH2:57][CH2:58]1.[OH:13][CH2:14][c:15]1[c:16]([CH3:23])[n:17]2[c:18]([s:19]1)[cH:20][n:21][cH:22]2.[c:35]1([P:36]([c:37]2[cH:38][cH:39][cH:40][cH:41][cH:42]2)[c:43]2[cH:44][cH:45][cH:46][cH:47][cH:48]2)[cH:49][cH:50][cH:51][cH:52][cH:53]1>>[CH2:14]([c:15]1[c:16]([CH3:23])[n:17]2[c:18]([s:19]1)[cH:20][n:21][cH:22]2)[N:26]1[C:25](=[O:24])[c:34]2[c:29]([cH:30][cH:31][cH:32][cH:33]2)[C:27]1=[O:28]. Product: Cc1ccc(S(=O)(=O)OCC2Cc3ccc(-c4ccccc4)cc3O2)cc1. The reactants are Cc1ccc(S(=O)(=O)OCC2Cc3ccc(OS(=O)(=O)C(F)(F)F)cc3O2)cc1, CCOC(C)=O, [Cl-], [Li+], C1COCCO1, O, OB(O)c1ccccc1, c1ccc(P(c2ccccc2)(c2ccccc2)[Pd](P(c2ccccc2)(c2ccccc2)c2ccccc2)(P(c2ccccc2)(c2ccccc2)c2ccccc2)P(c2ccccc2)(c2ccccc2)c2ccccc2)cc1. RXN SMILES: [CH3:1][c:2]1[cH:3][cH:4][c:5]([S:8](=[O:9])(=[O:10])[O:11][CH2:12][CH:13]2[O:14][c:15]3[c:16]([cH:18][cH:19][c:20]([O:22][S:23]([C:24]([F:25])([F:26])[F:27])(=[O:28])=[O:29])[cH:21]3)[CH2:17]2)[cH:6][cH:7]1.[CH3:48][CH2:49][O:50][C:51](=[O:52])[CH3:53].[Cl-:40].[Li+:39].[O:41]1[CH2:42][CH2:43][O:44][CH2:45][CH2:46]1.[OH2:47].[OH:30][B:31]([OH:32])[c:33]1[cH:34][cH:35][cH:36][cH:37][cH:38]1.[cH:54]1[cH:55][cH:56][c:57]([P:58]([Pd:59]([P:60]([c:61]2[cH:62][cH:63][cH:64][cH:65][cH:66]2)([c:67]2[cH:68][cH:69][cH:70][cH:71][cH:72]2)[c:73]2[cH:74][cH:75][cH:76][cH:77][cH:78]2)([P:79]([c:80]2[cH:81][cH:82][cH:83][cH:84][cH:85]2)([c:86]2[cH:87][cH:88][cH:89][cH:90][cH:91]2)[c:92]2[cH:93][cH:94][cH:95][cH:96][cH:97]2)[P:98]([c:99]2[cH:100][cH:101][cH:102][cH:103][cH:104]2)([c:105]2[cH:106][cH:107][cH:108][cH:109][cH:110]2)[c:111]2[cH:112][cH:113][cH:114][cH:115][cH:116]2)([c:117]2[cH:118][cH:119][cH:120][cH:121][cH:122]2)[c:123]2[cH:124][cH:125][cH:126][cH:127][cH:128]2)[cH:129][cH:130]1>>[CH3:1][c:2]1[cH:3][cH:4][c:5]([S:8](=[O:9])(=[O:10])[O:11][CH2:12][CH:13]2[O:14][c:15]3[c:16]([cH:18][cH:19][c:20](-[c:33]4[cH:34][cH:35][cH:36][cH:37][cH:38]4)[cH:21]3)[CH2:17]2)[cH:6][cH:7]1. Starting materials: CC(C)=O, ClC(Cl)Cl, OC(c1ccc(Oc2nccnc2C2CCOCC2)cc1)c1nc2ccccc2[nH]1. Yields the product O=C(c1ccc(Oc2nccnc2C2CCOCC2)cc1)c1nc2ccccc2[nH]1. Reaction SMILES: [CH3:35][C:36](=[O:37])[CH3:38].[CH:31]([Cl:32])([Cl:33])[Cl:34].[nH:1]1[c:2]([CH:10]([OH:11])[c:12]2[cH:13][cH:14][c:15]([O:18][c:19]3[n:20][cH:21][cH:22][n:23][c:24]3[CH:25]3[CH2:26][CH2:27][O:28][CH2:29][CH2:30]3)[cH:16][cH:17]2)[n:3][c:4]2[c:5]1[cH:6][cH:7][cH:8][cH:9]2>>[nH:1]1[c:2]([C:10](=[O:11])[c:12]2[cH:13][cH:14][c:15]([O:18][c:19]3[n:20][cH:21][cH:22][n:23][c:24]3[CH:25]3[CH2:26][CH2:27][O:28][CH2:29][CH2:30]3)[cH:16][cH:17]2)[n:3][c:4]2[c:5]1[cH:6][cH:7][cH:8][cH:9]2. The reactants are COC(=O)C(Cc1ccccc1)NC(=S)Nc1nc(C)cs1, Cc1ccccc1, O, Cc1ccc(S(=O)(=O)O)cc1. Yields the product Cc1csc(N2C(=O)C(Cc3ccccc3)NC2=S)n1. Reaction SMILES: [CH3:1][O:2][C:3]([CH:4]([NH:5][C:6](=[S:7])[NH:8][c:9]1[s:10][cH:11][c:12]([CH3:14])[n:13]1)[CH2:15][c:16]1[cH:17][cH:18][cH:19][cH:20][cH:21]1)=[O:22].[CH3:35][c:36]1[cH:37][cH:38][cH:39][cH:40][cH:41]1.[OH2:23].[c:24]1([CH3:25])[cH:26][cH:27][c:28]([S:29]([OH:30])(=[O:31])=[O:32])[cH:33][cH:34]1>>[C:3]1(=[O:22])[CH:4]([CH2:15][c:16]2[cH:17][cH:18][cH:19][cH:20][cH:21]2)[NH:5][C:6](=[S:7])[N:8]1[c:9]1[s:10][cH:11][c:12]([CH3:14])[n:13]1. Starting materials: COC([C@@H](NC(C1=C(C=C(C=C1)N)C1=C(C=CC=C1)C)=O)CCSC)=O ([4-Amino-2-(2-methylphenyl)benzoyl]methionine Methyl Ester), C(C)(=O)O (acetic acid), N1=CC(=CC=C1)C=O (3-pyridine carboxaldehyde), C(#N)[BH3-].[Na+] (sodium cyanoborohydride). Solvent: CO (methanol). Conditions: temperature 25 celsius, time 3 hour. Product: COC([C@@H](NC(C1=C(C=C(C=C1)NCC=1C=NC=CC1)C1=C(C=CC=C1)C)=O)CCSC)=O ([4-(3-Pyridylmethylamino)-2-(2-methylphenyl)benzoyl]methionine Methyl Ester). Yield: 81.8%. Reaction SMILES: [CH3:1][O:2][C:3](=[O:26])[C@H:4]([CH2:22][CH2:23][S:24][CH3:25])[NH:5][C:6](=[O:21])[C:7]1[CH:12]=[CH:11][C:10]([NH2:13])=[CH:9][C:8]=1[C:14]1[CH:19]=[CH:18][CH:17]=[CH:16][C:15]=1[CH3:20].[N:27]1[CH:32]=[CH:31][CH:30]=[C:29]([CH:33]=O)[CH:28]=1.C([BH3-])#N.[Na+].C(O)(=O)C>CO>[CH3:1][O:2][C:3](=[O:26])[C@H:4]([CH2:22][CH2:23][S:24][CH3:25])[NH:5][C:6](=[O:21])[C:7]1[CH:12]=[CH:11][C:10]([NH:13][CH2:33][C:29]2[CH:28]=[N:27][CH:32]=[CH:31][CH:30]=2)=[CH:9][C:8]=1[C:14]1[CH:19]=[CH:18][CH:17]=[CH:16][C:15]=1[CH3:20] |f:2.3|. Reported procedure: The aniline prepared in Example 308C (180 mg, 0.48 mmol) and 3-pyridine carboxaldehyde (55 mg, 0.51 mmol) were combined in methanol (4 mL) and sodium cyanoborohydride (48 mg, 0.77 mmol) was added followed by 100 mg of crushed molecular sieves. The reaction was adjusted to pH6 with acetic acid and stirred at 25° C. for 3 hours. The reaction was concentrated and transferred directly to a column of silica gel and purified by flash chromatography (5% methanol-ethyl acetate) to give the tide compound...